From a dataset of the Open Reaction Database (ORD), a public repository of structured organic reaction records. describe an organic reaction: reactants, conditions, products, and yield Starting materials: C(C(C)C)OC1=CC=C(C=C1)S(=O)(=O)Cl (4-isobutoxybenzene-1-sulfonyl chloride), CC1=NN(C(=C1)N)C1=C2C=CC=NC2=CC=C1 (3-methyl-1-(quinolin-5-yl)-1H-pyrazol-5-amine), C([O-])(O)=O.[Na+] (sodium bicarbonate). The reagents and catalysts are CN(C1=CC=NC=C1)C (4-(dimethylamino)pyridine). Run in N1=CC=CC=C1 (pyridine). Conditions: temperature 80 celsius. Product: C(C(C)C)OC1=CC=C(C=C1)S(=O)(=O)NC1=CC(=NN1C1=C2C=CC=NC2=CC=C1)C (4-isobutoxy-N-(3-methyl-1-(quinolin-5-yl)-1H-pyrazol-5-yl)benzenesulfonamide). Isolated yield 42.7%. Reaction SMILES: [CH2:1]([O:5][C:6]1[CH:11]=[CH:10][C:9]([S:12](Cl)(=[O:14])=[O:13])=[CH:8][CH:7]=1)[CH:2]([CH3:4])[CH3:3].[CH3:16][C:17]1[CH:21]=[C:20]([NH2:22])[N:19]([C:23]2[CH:32]=[CH:31][CH:30]=[C:29]3[C:24]=2[CH:25]=[CH:26][CH:27]=[N:28]3)[N:18]=1.C(=O)(O)[O-].[Na+]>CN(C)C1C=CN=CC=1.N1C=CC=CC=1>[CH2:1]([O:5][C:6]1[CH:11]=[CH:10][C:9]([S:12]([NH:22][C:20]2[N:19]([C:23]3[CH:32]=[CH:31][CH:30]=[C:29]4[C:24]=3[CH:25]=[CH:26][CH:27]=[N:28]4)[N:18]=[C:17]([CH3:16])[CH:21]=2)(=[O:14])=[O:13])=[CH:8][CH:7]=1)[CH:2]([CH3:4])[CH3:3] |f:2.3|. Procedure details: A stirred mixture of 4-isobutoxybenzene-1-sulfonyl chloride (0.060 g, 0.24 mmol), 3-methyl-1-(quinolin-5-yl)-1H-pyrazol-5-amine (prepared from Example 4 step b, 0.050 g, 0.22 mmol), and 4-(dimethylamino)pyridine (DMAP, 0.025 g, 0.20 mmol) in pyridine (2 mL) was heated at 80° C. for 2 h. After cooling to room temperature, aqueous saturated sodium bicarbonate was added to the reaction mixture and extracted with dichloromethane. The organic layer was dried (Na2SO4), filtered, and concentrated in va... Starting materials: O=[N+]([O-])c1ccc2c(c1)OCC(COCC1CC1)O2, [NH4+], [Na+], [Na+], C1COCCO1, [OH-], O, O=S([O-])S(=O)[O-]. The product is Nc1ccc2c(c1)OCC(COCC1CC1)O2. RXN SMILES: [CH:1]1([CH2:4][O:5][CH2:6][CH:7]2[CH2:8][O:9][c:10]3[c:11]([cH:13][cH:14][c:15]([N+:17]([O-:18])=[O:19])[cH:16]3)[O:12]2)[CH2:2][CH2:3]1.[NH4+:29].[Na+:26].[Na+:27].[O:30]1[CH2:31][CH2:32][O:33][CH2:34][CH2:35]1.[OH-:28].[OH2:36].[S:20]([S:21]([O-:22])=[O:23])([O-:24])=[O:25]>>[CH:1]1([CH2:4][O:5][CH2:6][CH:7]2[CH2:8][O:9][c:10]3[c:11]([cH:13][cH:14][c:15]([NH2:17])[cH:16]3)[O:12]2)[CH2:2][CH2:3]1.